From a dataset of the Open Reaction Database (ORD), a public repository of structured organic reaction records. describe an organic reaction: reactants, conditions, products, and yield Starting materials: Cl.FC1=C(NC2=NC=NC3=CC(=C(C=C23)OC)O)C=C(C(=C1)C)OC(=O)OC (4-(2-fluoro-5-methoxycarbonyloxy-4-methylanilino)-7-hydroxy-6-methoxyquinazoline hydrochloride), Cl.ClCC=1N=C(SC1)C (4-chloromethyl-2-methylthiazole hydrochloride), C([O-])([O-])=O.[K+].[K+] (potassium carbonate), [I-].[K+] (potassium iodide). Run in CN(C)C=O (DMF). Conditions: temperature 60 celsius, time 30 minute. Product: Cl.FC1=C(NC2=NC=NC3=CC(=C(C=C23)OC)OCC=2N=C(SC2)C)C=C(C(=C1)C)O (4-(2-fluoro-5-hydroxy-4-methylanilino)-6-methoxy-7-((2-methylthiazol-4-yl)methoxy)quinazoline hydrochloride). Isolated yield 48.6%. RXN SMILES: Cl.[F:2][C:3]1[CH:22]=[C:21]([CH3:23])[C:20]([O:24]C(OC)=O)=[CH:19][C:4]=1[NH:5][C:6]1[C:15]2[C:10](=[CH:11][C:12]([OH:18])=[C:13]([O:16][CH3:17])[CH:14]=2)[N:9]=[CH:8][N:7]=1.Cl.[Cl:30][CH2:31][C:32]1[N:33]=[C:34]([CH3:37])[S:35][CH:36]=1.C(=O)([O-])[O-].[K+].[K+].[I-].[K+]>CN(C=O)C>[ClH:30].[F:2][C:3]1[CH:22]=[C:21]([CH3:23])[C:20]([OH:24])=[CH:19][C:4]=1[NH:5][C:6]1[C:15]2[C:10](=[CH:11][C:12]([O:18][CH2:31][C:32]3[N:33]=[C:34]([CH3:37])[S:35][CH:36]=3)=[C:13]([O:16][CH3:17])[CH:14]=2)[N:9]=[CH:8][N:7]=1 |f:0.1,2.3,4.5.6,7.8,10.11|. Procedure: A mixture of 4-(2-fluoro-5-methoxycarbonyloxy-4-methylanilino)-7-hydroxy-6-methoxyquinazoline hydrochloride (470 mg, 1 mmol), 4-chloromethyl-2-methylthiazole hydrochloride (368 mg, 2 mmol), potassium carbonate (414 mg, 3 mmol) and potassium iodide (40 mg) in DMF (15 ml) was heated at 60° C. for 24 hours. The mixture was allowed to cool and partitioned between ethyl acetate and water. The organic layer was washed with water and brine, dried (MgSO4) and the solvent removed by evaporation. The resi... Reactants: C(CCC)[Li] (n-butyl lithium), CC(C)(C#C)OC1OCCCC1 (2-(2-methylbut-3-yn-2-yloxy)-tetrahydro-2H-pyran), C(C)OC(C(=O)OCC)OCC (ethyl 2,2-diethoxyacetate), ice, [NH4+].[Cl-] (NH4Cl). Solvent: CCOCC (Et2O). Run at temperature -78 celsius, time 30 minute. Yields the product C(C)OC(C(C#CC(C)(OC1OCCCC1)C)=O)OCC (1,1-diethoxy-5-methyl-5-(tetrahydro-2H-pyran-2-yloxy)hex-3-yn-2-one). Reaction SMILES: C([Li])CCC.[CH3:6][C:7]([O:11][CH:12]1[CH2:17][CH2:16][CH2:15][CH2:14][O:13]1)([C:9]#[CH:10])[CH3:8].[CH2:18]([O:20][CH:21]([O:27][CH2:28][CH3:29])[C:22](OCC)=[O:23])[CH3:19].[NH4+].[Cl-]>CCOCC>[CH2:18]([O:20][CH:21]([O:27][CH2:28][CH3:29])[C:22](=[O:23])[C:10]#[C:9][C:7]([CH3:6])([O:11][CH:12]1[CH2:17][CH2:16][CH2:15][CH2:14][O:13]1)[CH3:8])[CH3:19] |f:3.4|. Reported procedure: In a 250 mL round bottom flask, 9.5 mL of n-butyl lithium (2.5 M solution in hexane, 23.8 mmol) was added via a syringe to a pre-cooled solution (−78° C.) of 2-(2-methylbut-3-yn-2-yloxy)-tetrahydro-2H-pyran 2 (4.0 g, 23.8 mmol) in 100 mL of Et2O. The resulting solution was stirred for 30 min at −78° C., then ethyl 2,2-diethoxyacetate (4.9 g, 27.7 mmol) was added with a syringe, and the stirring continued for 12 hours. The reaction mixture was poured in an ice-cold saturated aqueous solution of N... Starting materials: CN(C)CC=1SC=C(N1)CSCCN (2-(2-dimethylaminomethyl-4-thiazolylmethylthio)ethylamine), CSC1=NC=C(C(N1)=O)OCC=1C=NC=CC1 (2-methylthio-5-(3-pyridyl)methoxy-4-pyrimidone). The solvent is N1=CC=CC=C1 (pyridine). Yields the product CN(C)CC=1SC=C(N1)CSCCNC1=NC=C(C(N1)=O)OCC=1C=NC=CC1 (2-[2-(2-Dimethylaminomethyl-4-thiazolylmethylthio)ethyl]amino-5-(3-pyridyl)methoxy-4-pyrimidone). RXN SMILES: [CH3:1][N:2]([CH2:4][C:5]1[S:6][CH:7]=[C:8]([CH2:10][S:11][CH2:12][CH2:13][NH2:14])[N:9]=1)[CH3:3].CS[C:17]1[NH:22][C:21](=[O:23])[C:20]([O:24][CH2:25][C:26]2[CH:27]=[N:28][CH:29]=[CH:30][CH:31]=2)=[CH:19][N:18]=1>N1C=CC=CC=1>[CH3:3][N:2]([CH2:4][C:5]1[S:6][CH:7]=[C:8]([CH2:10][S:11][CH2:12][CH2:13][NH:14][C:17]2[NH:22][C:21](=[O:23])[C:20]([O:24][CH2:25][C:26]3[CH:27]=[N:28][CH:29]=[CH:30][CH:31]=3)=[CH:19][N:18]=2)[N:9]=1)[CH3:1]. Reported procedure: A reaction mixture was prepared from 1.26 g. of 2-(2-dimethylaminomethyl-4-thiazolylmethylthio)ethylamine and 1.36 g. of 2-methylthio-5-(3-pyridyl)methoxy-4-pyrimidone in 20 ml. of pyridine. The reaction mixture was heated to reflux temperature for about 2 days. The pyridine was then removed by evaporation in vacuo and the resulting residue subjected to high pressure liquid chromatography over silica. Fractions shown by tlc to contain the desired compound were combined and the combined fractions... Starting materials: ClC=1N=C(C=2N=CN([C@H]3[C@H](O[Si](C)(C)C(C)(C)C)[C@H](O[Si](C)(C)C(C)(C)C)[C@@H](CO[Si](C)(C)C(C)(C)C)O3)C2N1)N (2-Chloro-2′, 3′, 5′-tri-O-(tert-butyldimethylsilyl)adenosine), CC=1C=C(C=CC1)CCO (2-(3-methylphenyl)ethanol). Conditions: temperature 50 celsius. Product: CC=1C=C(C=CC1)CCOC=1N=C(C=2N=CN([C@H]3[C@H](O[Si](C)(C)C(C)(C)C)[C@H](O[Si](C)(C)C(C)(C)C)[C@@H](CO[Si](C)(C)C(C)(C)C)O3)C2N1)N (2-[2-(3-methylphenyl)ethoxy]-2′,3′,5′-tri-O-(TERT-butyldimethylsilyl)-adenosine). RXN SMILES: Cl[C:2]1[N:3]=[C:4]([NH2:41])[C:5]2[N:6]=[CH:7][N:8]([C:39]=2[N:40]=1)[C@@H:9]1[O:38][C@H:28]([CH2:29][O:30][Si:31]([C:34]([CH3:37])([CH3:36])[CH3:35])([CH3:33])[CH3:32])[C@@H:19]([O:20][Si:21]([C:24]([CH3:27])([CH3:26])[CH3:25])([CH3:23])[CH3:22])[C@H:10]1[O:11][Si:12]([C:15]([CH3:18])([CH3:17])[CH3:16])([CH3:14])[CH3:13].[CH3:42][C:43]1[CH:44]=[C:45]([CH2:49][CH2:50][OH:51])[CH:46]=[CH:47][CH:48]=1>>[CH3:42][C:43]1[CH:44]=[C:45]([CH2:49][CH2:50][O:51][C:2]2[N:3]=[C:4]([NH2:41])[C:5]3[N:6]=[CH:7][N:8]([C:39]=3[N:40]=2)[C@@H:9]2[O:38][C@H:28]([CH2:29][O:30][Si:31]([C:34]([CH3:37])([CH3:36])[CH3:35])([CH3:33])[CH3:32])[C@@H:19]([O:20][Si:21]([C:24]([CH3:27])([CH3:26])[CH3:25])([CH3:23])[CH3:22])[C@H:10]2[O:11][Si:12]([C:15]([CH3:18])([CH3:17])[CH3:16])([CH3:14])[CH3:13])[CH:46]=[CH:47][CH:48]=1. Procedure: To a dry 250-mL, 3-neck roundbottom flask was added 2-chloro-2′,3′,5′-tri-O-(TERT-butyldimethylsilyl)adenosine (5 g, 7.8 mmol, Example 1) and 2-(3-methylphenyl)ethanol (15 mL). The mixture was flushed with nitrogen for 5–10 minutes, then heated to 50° C. To this mixture was added sodium hydride (1.56 g, 39 mmol, as a 60% dispersion in mineral oil) at such a rate as to avoid excessive gas evolution. The reaction was maintained at 50° C. until the predominant component was the product by HPLC (par...